The task is: describe an organic reaction: reactants, conditions, products, and yield. This data is from the Open Reaction Database (ORD), a public repository of structured organic reaction records. The reactants are [C-]#N, [C-]#N, CN(C)C=O, O, [Zn+2], c1ccc(P(c2ccccc2)(c2ccccc2)[Pd](P(c2ccccc2)(c2ccccc2)c2ccccc2)(P(c2ccccc2)(c2ccccc2)c2ccccc2)P(c2ccccc2)(c2ccccc2)c2ccccc2)cc1, COc1ccc(Br)cc1-c1nc(-c2ccccn2)no1. Yields the product COc1ccc(C#N)cc1-c1nc(-c2ccccn2)no1. RXN SMILES: [C-:27]#[N:28].[C-:30]#[N:31].[CH3:22][N:23]([CH3:24])[CH:25]=[O:26].[OH2:21].[Zn+2:29].[cH:32]1[cH:33][cH:34][c:35]([P:36]([Pd:37]([P:38]([c:39]2[cH:40][cH:41][cH:42][cH:43][cH:44]2)([c:45]2[cH:46][cH:47][cH:48][cH:49][cH:50]2)[c:51]2[cH:52][cH:53][cH:54][cH:55][cH:56]2)([P:57]([c:58]2[cH:59][cH:60][cH:61][cH:62][cH:63]2)([c:64]2[cH:65][cH:66][cH:67][cH:68][cH:69]2)[c:70]2[cH:71][cH:72][cH:73][cH:74][cH:75]2)[P:76]([c:77]2[cH:78][cH:79][cH:80][cH:81][cH:82]2)([c:83]2[cH:84][cH:85][cH:86][cH:87][cH:88]2)[c:89]2[cH:90][cH:91][cH:92][cH:93][cH:94]2)([c:95]2[cH:96][cH:97][cH:98][cH:99][cH:100]2)[c:101]2[cH:102][cH:103][cH:104][cH:105][cH:106]2)[cH:107][cH:108]1.[n:1]1[c:2](-[c:7]2[n:8][o:9][c:10](-[c:12]3[c:13]([O:19][CH3:20])[cH:14][cH:15][c:16]([Br:18])[cH:17]3)[n:11]2)[cH:3][cH:4][cH:5][cH:6]1>>[n:1]1[c:2](-[c:7]2[n:8][o:9][c:10](-[c:12]3[c:13]([O:19][CH3:20])[cH:14][cH:15][c:16]([C:22]#[N:23])[cH:17]3)[n:11]2)[cH:3][cH:4][cH:5][cH:6]1. Starting materials: [N+](=O)([O-])C1=CC=C(CN2C(=NC(=C2C=O)Cl)CCCC)C=C1 (1-(4-nitrobenzyl)-2-butyl-4-chloroimidazole-5-aldehyde), C(=O)(O)C=P(C1=CC=CC=C1)(C1=CC=CC=C1)C1=CC=CC=C1 ((carboxymethylene)triphenylphosphorane), C1=CC=CC=C1 (benzene). Yields the product [N+](=O)([O-])C1=CC=C(CN2C(=NC(=C2C=CC(=O)OCC)Cl)CCCC)C=C1 (3-[1-(4-Nitrobenzyl)-2-butyl-4-chloroimidazol-5-yl]propenoic acid, ethyl ester). Reaction SMILES: [N+:1]([C:4]1[CH:22]=[CH:21][C:7]([CH2:8][N:9]2[C:13]([CH:14]=O)=[C:12]([Cl:16])[N:11]=[C:10]2[CH2:17][CH2:18][CH2:19][CH3:20])=[CH:6][CH:5]=1)([O-:3])=[O:2].[C:23]([CH:26]=P(C1C=CC=CC=1)(C1C=CC=CC=1)C1C=CC=CC=1)([OH:25])=[O:24].[CH:46]1C=CC=C[CH:47]=1>>[N+:1]([C:4]1[CH:22]=[CH:21][C:7]([CH2:8][N:9]2[C:13]([CH:14]=[CH:26][C:23]([O:25][CH2:46][CH3:47])=[O:24])=[C:12]([Cl:16])[N:11]=[C:10]2[CH2:17][CH2:18][CH2:19][CH3:20])=[CH:6][CH:5]=1)([O-:3])=[O:2]. Procedure details: A mixture of 1.2 g of 1-(4-nitrobenzyl)-2-butyl-4-chloroimidazole-5-aldehyde and 1.5 g of (carboxymethylene)triphenylphosphorane in 50 mL of benzene was refluxed for 2 hours. The reaction mixture was concentrated and the residue was purified by flash column chromatography on silica gel (Hexane:EtOAc=3:1 elution). The major product, the E isomer, was eluted first and was obtained as a thick oil initially which solidified to give an amorphous solid, 1.2 g. The minor product, the Z isomer was elute... The reactants are CC1=C(N)C=C(C=C1)C (2,5-dimethylaniline), C(CC(=O)OCC)(=O)OCC (diethyl malonate). Conditions: temperature 170 celsius, time 8 hour. The product is CC1=C(C=C(C=C1)C)NC(CC(=O)NC1=C(C=CC(=C1)C)C)=O (N1,N3-di(2,5-dimethyl-phenyl)-malonamide). Reaction SMILES: [CH3:1][C:2]1[CH:8]=[CH:7][C:6]([CH3:9])=[CH:5][C:3]=1[NH2:4].[C:10]([O:18]CC)(=O)[CH2:11][C:12]([O:14]CC)=O>>[CH3:1][C:2]1[CH:8]=[CH:7][C:6]([CH3:9])=[CH:5][C:3]=1[NH:4][C:12](=[O:14])[CH2:11][C:10]([NH:4][C:3]1[CH:5]=[C:6]([CH3:9])[CH:7]=[CH:8][C:2]=1[CH3:1])=[O:18]. Procedure: 100 mmol 2,5-dimethylaniline and 50 mmol diethyl malonate were put together and stirred overnight at 170° C. The formed ethanol was distilled off directly (100 mmol,≡6.6 mL) on a stream of nitrogen. N1,N3-di(2,5-dimethyl-phenyl)-malonamide was formed as one solid block. The reaction was cooled and EtOAc was added. The product had to be crushed with a mortar, because it resembled very hard brick. The crushed material was stirred in EtOAc and filtered. EtOAc added was added twice and the mixture w...